This data is from the Open Reaction Database (ORD), a public repository of structured organic reaction records. The task is: describe an organic reaction: reactants, conditions, products, and yield Starting materials: CN1COCN(Cc2cnc(SC3CCCCC3)s2)C1=N[N+](=O)[O-], Cl, Clc1ccccc1, Cl. Yields the product CN1COCN(Cc2cnc(Cl)s2)C1=N[N+](=O)[O-]. Reaction SMILES: [CH:2]1([S:3][c:9]2[s:10][c:11]([CH2:14][N:15]3[CH2:16][O:17][CH2:18][N:19]([CH3:25])[C:20]3=[N:21][N+:22](=[O:23])[O-:24])[cH:12][n:13]2)[CH2:4][CH2:5][CH2:6][CH2:7][CH2:8]1.[Cl:26].[Cl:27][c:28]1[cH:29][cH:30][cH:31][cH:32][cH:33]1.[ClH:1]>>[Cl:1][c:9]1[s:10][c:11]([CH2:14][N:15]2[CH2:16][O:17][CH2:18][N:19]([CH3:25])[C:20]2=[N:21][N+:22](=[O:23])[O-:24])[cH:12][n:13]1. Reactants: O=C([O-])O, C1=Cc2ccccc2C1, CCCCCCCCCCCC, [Mn+2], NC(N)=O, [Na+], O, OO, O=S(=O)([O-])[O-]. Product: c1ccc2c(c1)CC1OC21. RXN SMILES: [C:26](=[O:27])([OH:28])[O-:29].[CH2:1]1[CH:2]=[CH:3][c:4]2[cH:5][cH:6][cH:7][cH:8][c:9]21.[CH3:10][CH2:11][CH2:12][CH2:13][CH2:14][CH2:15][CH2:16][CH2:17][CH2:18][CH2:19][CH2:20][CH3:21].[Mn+2:39].[NH2:22][C:23]([NH2:24])=[O:25].[Na+:30].[OH2:33].[OH:31][OH:32].[S:34]([O-:35])([O-:36])(=[O:37])=[O:38]>>[CH:1]12[CH:2]([CH2:3][c:4]3[cH:5][cH:6][cH:7][cH:8][c:9]31)[O:25]2. Conditions: time 4 hour. Isolated yield 78.1%. Reaction SMILES: [Cl:1][C:2]1[CH:7]=[C:6]([O:8][C:9]2[C:18]3[C:13](=[CH:14][C:15]([O:21][CH3:22])=[C:16]([O:19][CH3:20])[CH:17]=3)[N:12]=[CH:11][CH:10]=2)[CH:5]=[CH:4][C:3]=1[NH:23][C:24]([NH:26][C:27]1[CH:31]=[C:30]([CH3:32])[O:29][N:28]=1)=[O:25].CO.[S:35](=[O:39])(=[O:38])([OH:37])[OH:36].O>C(#N)C>[S:35]([OH:39])([OH:38])(=[O:37])=[O:36].[Cl:1][C:2]1[CH:7]=[C:6]([O:8][C:9]2[C:18]3[C:13](=[CH:14][C:15]([O:21][CH3:22])=[C:16]([O:19][CH3:20])[CH:17]=3)[N:12]=[CH:11][CH:10]=2)[CH:5]=[CH:4][C:3]=1[NH:23][C:24]([NH:26][C:27]1[CH:31]=[C:30]([CH3:32])[O:29][N:28]=1)=[O:25] |f:5.6|. The reactants are ClC1=C(C=CC(=C1)OC1=CC=NC2=CC(=C(C=C12)OC)OC)NC(=O)NC1=NOC(=C1)C (N-{2-Chloro-4-[(6,7-dimethoxy-4-quinolyl)oxy]phenyl}-N′-(5-methyl-3-isoxazolyl)urea), O (water), CO (methanol), S(O)(O)(=O)=O (sulfuric acid). Solvent: C(C)#N (acetonitrile). Procedure details: N-{2-Chloro-4-[(6,7-dimethoxy-4-quinolyl)oxy]phenyl}-N′-(5-methyl-3-isoxazolyl)urea (2.0 g) produced in Production Example was added to methanol (53 mL), concentrated sulfuric acid (concentration 98%) (1.3 g) was added dropwise thereto, and the mixture was stirred at room temperature for 4 hr. The resultant precipitate was collected by filtration, and the filtered product was then dried under the reduced pressure. The powder thus obtained was stirred in acetonitrile (200 mL) and water (40 mL) un... Yields the product S(=O)(=O)(O)O.ClC1=C(C=CC(=C1)OC1=CC=NC2=CC(=C(C=C12)OC)OC)NC(=O)NC1=NOC(=C1)C (N-{2-chloro-4-[(6,7-dimethoxy-4-quinolyl)oxy]phenyl}-N′-(5-methyl-3-isoxazolyl)urea sulfate). Reactants: Fc1cccc(Br)c1F, CC(C)(C)OC(=O)N1CCC(=O)C1, CCOCC. Product: CC(C)(C)OC(=O)N1CCC(O)(c2cccc(F)c2F)C1. RXN SMILES: [Br:1][c:2]1[c:3]([F:9])[c:4]([F:8])[cH:5][cH:6][cH:7]1.[C:10](=[O:11])([O:12][C:13]([CH3:14])([CH3:15])[CH3:16])[N:17]1[CH2:18][C:19](=[O:22])[CH2:20][CH2:21]1.[CH3:23][CH2:24][O:25][CH2:26][CH3:27]>>[c:2]1([C:19]2([OH:22])[CH2:18][N:17]([C:10](=[O:11])[O:12][C:13]([CH3:14])([CH3:15])[CH3:16])[CH2:21][CH2:20]2)[c:3]([F:9])[c:4]([F:8])[cH:5][cH:6][cH:7]1. The reactants are [H-].[H-].[H-].[H-].[Li+].[Al+3] (LAH), C(N)(=O)C=1C=NC2=C(C=C(C=C2C1NC1=CC(=CC=C1)OC)S(=O)(=O)C=1C=C(C(=O)OC)C=CC1)C (methyl 3-[[3-carbamoyl-4-[(3-methoxyphenyl)amino]-8-methylquinolin-6-yl]sulfonyl]benzoate), O (H2O), [OH-].[Na+] (NaOH), O (H2O). Solvent: C1CCOC1 (THF). Reaction conditions: time 20 minute. Yields the product OCC=1C=C(C=CC1)S(=O)(=O)C=1C=C2C(=C(C=NC2=C(C1)C)C(=O)N)NC1=CC(=CC=C1)OC (6-[[3-(Hydroxymethyl)phenyl]sulfonyl]-4-[(3-methoxyphenyl)amino]-8-methylquinoline-3-carboxamide). Yield: 69.8%. Reaction SMILES: [H-].[H-].[H-].[H-].[Li+].[Al+3].[C:7]([C:10]1[CH:11]=[N:12][C:13]2[C:18]([C:19]=1[NH:20][C:21]1[CH:26]=[CH:25][CH:24]=[C:23]([O:27][CH3:28])[CH:22]=1)=[CH:17][C:16]([S:29]([C:32]1[CH:33]=[C:34]([CH:39]=[CH:40][CH:41]=1)[C:35](OC)=[O:36])(=[O:31])=[O:30])=[CH:15][C:14]=2[CH3:42])(=[O:9])[NH2:8].O.[OH-].[Na+]>C1COCC1>[OH:36][CH2:35][C:34]1[CH:33]=[C:32]([S:29]([C:16]2[CH:17]=[C:18]3[C:13](=[C:14]([CH3:42])[CH:15]=2)[N:12]=[CH:11][C:10]([C:7]([NH2:8])=[O:9])=[C:19]3[NH:20][C:21]2[CH:26]=[CH:25][CH:24]=[C:23]([O:27][CH3:28])[CH:22]=2)(=[O:31])=[O:30])[CH:41]=[CH:40][CH:39]=1 |f:0.1.2.3.4.5,8.9|. Procedure details: LAH (158 mg, 3.96 mmol) was added to a stirring solution of methyl 3-[[3-carbamoyl-4-[(3-methoxyphenyl)amino]-8-methylquinolin-6-yl]sulfonyl]benzoate (500 mg, 0.99 mmol) in THF (10 mL) at 0° C. After stirring for 20 min, H2O (0.158 mL), 15% (w/v) NaOH (0.158 mL), and H2O (0.474 mL) were added sequentially. The resulting suspension was stirred for 1 h then the precipitate was filtered, washed with water (20 mL), and dried to give the title compound (330 mg) as a yellow solid. The compound was use...